Task: describe an organic reaction: reactants, conditions, products, and yield. Dataset: the Open Reaction Database (ORD), a public repository of structured organic reaction records The reactants are O=[N+]([O-])c1ccccc1F, NC(=O)C(N)c1c(Cl)cccc1Cl. Yields the product NC(=O)C(Nc1ccccc1[N+](=O)[O-])c1c(Cl)cccc1Cl. As a reaction SMILES: [F:14][c:15]1[c:16]([N+:21](=[O:22])[O-:23])[cH:17][cH:18][cH:19][cH:20]1.[NH2:1][CH:2]([C:3](=[O:4])[NH2:5])[c:6]1[c:7]([Cl:13])[cH:8][cH:9][cH:10][c:11]1[Cl:12]>>[NH:1]([CH:2]([C:3](=[O:4])[NH2:5])[c:6]1[c:7]([Cl:13])[cH:8][cH:9][cH:10][c:11]1[Cl:12])[c:15]1[c:16]([N+:21](=[O:22])[O-:23])[cH:17][cH:18][cH:19][cH:20]1. Starting materials: [Li]CCCC, C1CCOC1, CC(C)=O, COC(=O)Cl, COc1ccc2sc(-c3ccc(F)cc3)c(I)c2c1. The product is COC(=O)c1c(-c2ccc(F)cc2)sc2ccc(OC)cc12. As a reaction SMILES: [CH2:24]([Li:25])[CH2:26][CH2:27][CH3:28].[CH2:34]1[O:35][CH2:36][CH2:37][CH2:38]1.[CH3:1][C:2](=[O:3])[CH3:4].[CH3:29][O:30][C:31](=[O:32])[Cl:33].[F:5][c:6]1[cH:7][cH:8][c:9](-[c:12]2[c:13]([I:23])[c:14]3[c:15]([s:16]2)[cH:17][cH:18][c:19]([O:21][CH3:22])[cH:20]3)[cH:10][cH:11]1>>[F:5][c:6]1[cH:7][cH:8][c:9](-[c:12]2[c:13]([C:31]([O:30][CH3:29])=[O:32])[c:14]3[c:15]([s:16]2)[cH:17][cH:18][c:19]([O:21][CH3:22])[cH:20]3)[cH:10][cH:11]1. Reported procedure: Compound (2E)-3-{4-[(4-Nitro-benzyloxyimino)-methyl]-phenyl}-N-tritylsulfanyl-acrylamide was obtained (0.050 g, 0.08 mmol, 26% yield) by reaction of intermediate C (2E)-3-[4-({[(4-nitrobenzyl)oxy]imino}-methyl)phenyl]acrylic acid (ST3075, 0.100 g, 0.31 mmol) with SOCl2 (34 μL, 0.46 mmol), DIEA (236 μL, 1.38 mmol) and Triphenylmethanesulfenamide (0.098 g, 0.14 mmol) in anhydrous DCM at room temperature. The solvent is C(Cl)Cl (DCM). The product is SNC(\C=C\C1=CC=C(C=C1)C=NOCC1=CC=C(C=C1)[N+](=O)[O-])=O ((2E)-N-Mercapto-3-{4-[(4-nitro-benzyloxyimino)-methyl]-phenyl}-acrylamide). The reactants are intermediate C, [N+](=O)([O-])C1=CC=C(CON=CC2=CC=C(C=C2)/C=C/C(=O)O)C=C1 ((2E)-3-[4-({[(4-nitrobenzyl)oxy]imino}-methyl)phenyl]acrylic acid), O=S(Cl)Cl (SOCl2), CCN(C(C)C)C(C)C (DIEA), C1(=CC=CC=C1)C(SN)(C1=CC=CC=C1)C1=CC=CC=C1 (Triphenylmethanesulfenamide). As a reaction SMILES: [N+:1]([C:4]1[CH:24]=[CH:23][C:7]([CH2:8][O:9][N:10]=[CH:11][C:12]2[CH:17]=[CH:16][C:15](/[CH:18]=[CH:19]/[C:20](O)=[O:21])=[CH:14][CH:13]=2)=[CH:6][CH:5]=1)([O-:3])=[O:2].O=S(Cl)Cl.CCN(C(C)C)C(C)C.C1(C(C2C=CC=CC=2)(C2C=CC=CC=2)[S:45][NH2:46])C=CC=CC=1>C(Cl)Cl>[SH:45][NH:46][C:20](=[O:21])/[CH:19]=[CH:18]/[C:15]1[CH:16]=[CH:17][C:12]([CH:11]=[N:10][O:9][CH2:8][C:7]2[CH:23]=[CH:24][C:4]([N+:1]([O-:3])=[O:2])=[CH:5][CH:6]=2)=[CH:13][CH:14]=1. The reactants are NC=1C(=NC(=CN1)C1=CC=C(C=C1)S(=O)(=O)C(C)C)C(=O)NN (3-amino-6-(4-isopropylsulfonylphenyl)pyrazine-2-carbohydrazide), C(C)(=O)N=C=S (acetyl isothiocyanate). Solvent: ClCCCl (DCE). Reaction conditions: time 2 hour. Yields the product NC=1C(=NC(=CN1)C1=CC=C(C=C1)S(=O)(=O)C(C)C)C(=O)NNC(=S)NC(C)=O (N-(2-(3-amino-6-(4-(isopropylsulfonyl)phenyl)pyrazine-2-carbonyl) hydrazinecarbonothioyl)ethanamide). RXN SMILES: [NH2:1][C:2]1[C:3]([C:20]([NH:22][NH2:23])=[O:21])=[N:4][C:5]([C:8]2[CH:13]=[CH:12][C:11]([S:14]([CH:17]([CH3:19])[CH3:18])(=[O:16])=[O:15])=[CH:10][CH:9]=2)=[CH:6][N:7]=1.[C:24]([N:27]=[C:28]=[S:29])(=[O:26])[CH3:25]>ClCCCl>[NH2:1][C:2]1[C:3]([C:20]([NH:22][NH:23][C:28]([NH:27][C:24](=[O:26])[CH3:25])=[S:29])=[O:21])=[N:4][C:5]([C:8]2[CH:9]=[CH:10][C:11]([S:14]([CH:17]([CH3:19])[CH3:18])(=[O:15])=[O:16])=[CH:12][CH:13]=2)=[CH:6][N:7]=1. Procedure: A mixture of 3-amino-6-(4-isopropylsulfonylphenyl)pyrazine-2-carbohydrazide (100 mg, 0.2982 mmol), acetyl isothiocyanate (30.16 mg, 26.20 μL, 0.2982 mmol) and dry DCE (2.000 mL) were stirred at ambient temperature for 2 h and then concentrated in vacuo. Used directly in the next step without further purification; MS (ES+) 437.20